From a dataset of the Open Reaction Database (ORD), a public repository of structured organic reaction records. describe an organic reaction: reactants, conditions, products, and yield The reactants are CC1=CN(C2=CC=C(C=C12)OCC1=CC=CC=C1)NC1=CC=NC=C1 (3-Methyl-5-phenylmethoxy-1-(4-pyridinylamino)-1H-indole). The reagents and catalysts are [Pd] (palladium on carbon). Solvent: C(C)O (ethanol). Product: CC1=CN(C2=CC=C(C=C12)O)NC1=CC=NC=C1 (3-Methyl-1-(4-pyridinylamino)-1H-indol-5-ol). Yield: 31.3%. Reaction SMILES: [CH3:1][C:2]1[C:10]2[C:5](=[CH:6][CH:7]=[C:8]([O:11]CC3C=CC=CC=3)[CH:9]=2)[N:4]([NH:19][C:20]2[CH:25]=[CH:24][N:23]=[CH:22][CH:21]=2)[CH:3]=1>C(O)C.[Pd]>[CH3:1][C:2]1[C:10]2[C:5](=[CH:6][CH:7]=[C:8]([OH:11])[CH:9]=2)[N:4]([NH:19][C:20]2[CH:25]=[CH:24][N:23]=[CH:22][CH:21]=2)[CH:3]=1. Procedure: 3-Methyl-5-phenylmethoxy-1-(4-pyridinylamino)-1H-indole (2.2 g) dissolved in absolute ethanol (80 ml) was hydrogenated at 344.74 Kpa (Parr shaker, 50 psi) over ten percent palladium on carbon (0.26 g) at 50° C. for two hours. The catalyst was removed by filtration and the solids were washed with methanol. Concentration and recrystallization from methanol afforded the title compound as a solid (0.5 g), m.p. 239°-241° C. (dec.). Reactants: FC1=C(C(=O)NCC(NC2CN(C2)C2CCC(CC2)C2=CC=CC=C2)=O)C=C(C=C1)C(F)(F)F (2-Fluoro-N-{[1-(4-phenyl-cyclohexyl)-azetidin-3-ylcarbamoyl]-methyl}-5-trifluoromethyl-benzamide), C[O-].[Na+] (NaOMe). Solvent: CO (MeOH). The product is COC1=C(C(=O)NCC(NC2CN(C2)C2CCC(CC2)C2=CC=CC=C2)=O)C=C(C=C1)C(F)(F)F (2-Methoxy-N-{[1-(4-phenyl-cyclohexyl)-azetidin-3-ylcarbamoyl]-methyl}-5-trifluoromethyl-benzamide). Reaction SMILES: F[C:2]1[CH:30]=[CH:29][C:28]([C:31]([F:34])([F:33])[F:32])=[CH:27][C:3]=1[C:4]([NH:6][CH2:7][C:8](=[O:26])[NH:9][CH:10]1[CH2:13][N:12]([CH:14]2[CH2:19][CH2:18][CH:17]([C:20]3[CH:25]=[CH:24][CH:23]=[CH:22][CH:21]=3)[CH2:16][CH2:15]2)[CH2:11]1)=[O:5].[CH3:35][O-:36].[Na+]>CO>[CH3:35][O:36][C:2]1[CH:30]=[CH:29][C:28]([C:31]([F:33])([F:34])[F:32])=[CH:27][C:3]=1[C:4]([NH:6][CH2:7][C:8](=[O:26])[NH:9][CH:10]1[CH2:11][N:12]([CH:14]2[CH2:15][CH2:16][CH:17]([C:20]3[CH:25]=[CH:24][CH:23]=[CH:22][CH:21]=3)[CH2:18][CH2:19]2)[CH2:13]1)=[O:5] |f:1.2|. Procedure: 2-Fluoro-N-{[1-(4-phenyl-cyclohexyl)-azetidin-3-ylcarbamoyl]-methyl}-5-trifluoromethyl-benzamide (as prepared in Example 66, 50 mg, 0.11 mmol) was treated with NaOMe (0.5 M in MeOH, 600 μL, 0.30 mmol) in MeOH (1 mL) at room temperature overnight. The solvent was removed and the residue was purified on a silica gel column using a CombiFlash® system using ethyl acetate and 7N NH3 in MeOH as eluent (from pure ethyl acetate to 5% 7N NH3 in MeOH in ethyl acetate) to afford the title compound as a whi... The reactants are Cl.CC1=C(C=NN1C1=NC=CC=N1)C(CCN1CCC(=CC1)C1=CC=CC=C1)=O (1-[5-methyl-1-(2-pyrimidinyl)-4-pyrazolyl]-3-[4-phenyl-1,2,3,6-tetrahydro-1-pyridyl]-1-propanone hydrochloride), B.[Na] (sodium boron hydride), Cl (hydrochloric acid), C(C)O (ethanol), B.[Na] (sodium boron hydride). Solvent: O1CCCC1 (tetrahydrofuran). Conditions: temperature 0 celsius, time 7 hour. Product: CC1=C(C=NN1C1=NC=CC=N1)C=CCN1CCC(=CC1)C1=CC=CC=C1 (1-[5-Methyl-1-(2-pyrimidinyl)-4-pyrazolyl]-3-[4-phenyl-1,2,3,6-tetrahydro-1-pyridyl]-1-propene). The yield is 26.0%. RXN SMILES: Cl.[CH3:2][C:3]1[N:7]([C:8]2[N:13]=[CH:12][CH:11]=[CH:10][N:9]=2)[N:6]=[CH:5][C:4]=1[C:14](=O)[CH2:15][CH2:16][N:17]1[CH2:22][CH:21]=[C:20]([C:23]2[CH:28]=[CH:27][CH:26]=[CH:25][CH:24]=2)[CH2:19][CH2:18]1.C(O)C.B.[Na].Cl>O1CCCC1>[CH3:2][C:3]1[N:7]([C:8]2[N:13]=[CH:12][CH:11]=[CH:10][N:9]=2)[N:6]=[CH:5][C:4]=1[CH:14]=[CH:15][CH2:16][N:17]1[CH2:18][CH:19]=[C:20]([C:23]2[CH:28]=[CH:27][CH:26]=[CH:25][CH:24]=2)[CH2:21][CH2:22]1 |f:0.1,3.4,^1:33|. Procedure: 207 mg of 1-[5-methyl-1-(2-pyrimidinyl)-4-pyrazolyl]-3-[4-phenyl-1,2,3,6-tetrahydro-1-pyridyl]-1-propanone hydrochloride was dissolved in a solvent mixture comprising 10 ml of ethanol and 10 ml of tetrahydrofuran. After ice-cooling to 0° C., 319 mg of sodium boron hydride was added thereto in portions for 7 hours. After decomposing the sodium boron hydride by adding conc. hydrochloric acid, the solvent was removed by evaporation. Then the residue was neutralized by adding an aqueous solution of ... Reactants: Cc1ccc(S(=O)(=O)OCC2CCc3cccc(-c4c(Cl)cccc4Cl)c3O2)cc1, CN, CS(C)=O, [Na+], [OH-]. Yields the product CNCC1CCc2cccc(-c3c(Cl)cccc3Cl)c2O1. Reaction SMILES: [CH3:1][c:2]1[cH:3][cH:4][c:5]([S:6]([O:7][CH2:12][CH:13]2[O:14][c:15]3[c:16](-[c:23]4[c:24]([Cl:30])[cH:25][cH:26][cH:27][c:28]4[Cl:29])[cH:17][cH:18][cH:19][c:20]3[CH2:21][CH2:22]2)(=[O:8])=[O:9])[cH:10][cH:11]1.[CH3:31][NH2:32].[CH3:35][S:36](=[O:37])[CH3:38].[Na+:34].[OH-:33]>>[CH2:12]([CH:13]1[O:14][c:15]2[c:16](-[c:23]3[c:24]([Cl:30])[cH:25][cH:26][cH:27][c:28]3[Cl:29])[cH:17][cH:18][cH:19][c:20]2[CH2:21][CH2:22]1)[NH:32][CH3:31]. The reactants are C1CCOC1, [Li]CCCC, COC=O, CCCCCC, FC(F)(F)c1cccc(Cl)c1. Product: O=Cc1c(Cl)cccc1C(F)(F)F. As a reaction SMILES: [CH2:21]1[O:22][CH2:23][CH2:24][CH2:25]1.[CH3:12][CH2:13][CH2:14][CH2:15][Li:16].[CH3:17][O:18][CH:19]=[O:20].[CH3:26][CH2:27][CH2:28][CH2:29][CH2:30][CH3:31].[Cl:1][c:2]1[cH:3][c:4]([C:8]([F:9])([F:10])[F:11])[cH:5][cH:6][cH:7]1>>[Cl:1][c:2]1[c:3]([CH:17]=[O:18])[c:4]([C:8]([F:9])([F:10])[F:11])[cH:5][cH:6][cH:7]1. Starting materials: CC(C)(C)CN(C([O-])=O)CCNC=1N=C(C2=C(N(C(NC2)=O)C2=C(C=CC=C2F)F)N1)C1=C(C=CC(=C1)C(=O)NC(C)C)C (1,1-dimethylethyl(2-{[8-(2,6-difluorophenyl)-4-(2-methyl-5-{[(1-methylethyl)amino]carbonyl}phenyl)-7-oxo-5,6,7,8-tetrahydropyrimido[4,5-d]pyrimidin-2-yl]amino}ethyl)methylcarbamate), C(=O)(C(F)(F)F)O (TFA). Solvent: C(Cl)Cl (DCM). Conditions: time 8 hour. Yields the product FC1=C(C(=CC=C1)F)N1C(NCC2=C1N=C(N=C2C=2C=C(C(=O)NC(C)C)C=CC2C)NCCNC)=O (3-(8-(2,6-difluorophenyl)-2-{[2-(methylamino)ethyl]amino}-7-oxo-5,6,7,8-tetrahydropyrimido[4,5-d]pyrimidin-4-yl)-4-methyl-N-(1-methylethyl)benzamide). Yield: 72.0%. As a reaction SMILES: CC([CH2:5][N:6]([CH2:10][CH2:11][NH:12][C:13]1[N:14]=[C:15]([C:32]2[CH:37]=[C:36]([C:38]([NH:40][CH:41]([CH3:43])[CH3:42])=[O:39])[CH:35]=[CH:34][C:33]=2[CH3:44])[C:16]2[CH2:21][NH:20][C:19](=[O:22])[N:18]([C:23]3[C:28]([F:29])=[CH:27][CH:26]=[CH:25][C:24]=3[F:30])[C:17]=2[N:31]=1)C(=O)[O-])(C)C.C(O)(C(F)(F)F)=O>C(Cl)Cl>[F:30][C:24]1[CH:25]=[CH:26][CH:27]=[C:28]([F:29])[C:23]=1[N:18]1[C:17]2[N:31]=[C:13]([NH:12][CH2:11][CH2:10][NH:6][CH3:5])[N:14]=[C:15]([C:32]3[CH:37]=[C:36]([CH:35]=[CH:34][C:33]=3[CH3:44])[C:38]([NH:40][CH:41]([CH3:42])[CH3:43])=[O:39])[C:16]=2[CH2:21][NH:20][C:19]1=[O:22]. Procedure: To a solution of 1,1-dimethylethyl(2-{[8-(2,6-difluorophenyl)-4-(2-methyl-5-{[(1-methylethyl)amino]carbonyl}phenyl)-7-oxo-5,6,7,8-tetrahydropyrimido[4,5-d]pyrimidin-2-yl]amino}ethyl)methylcarbamate (18 mg, 0.030 mmol) in DCM (5 mL) was added TFA (0.05 mL). The reaction mixture was stirred at room temperature overnight, quenched with triethylamine (0.2 mL) at −78° C. The residue was mixed with H2O (5.0 mL). The organic layer was separated and the aqueous layer was extracted with DCM (3×15 mL). Th... The product is CCCCN1C(=O)C(Nc2ccc3occc3c2)=C(c2ccccc2)S1(=O)=O. Reactants: CCCCN1C(=O)C(Cl)=C(c2ccccc2)S1(=O)=O, CC#N, Nc1ccc2occc2c1. RXN SMILES: [CH2:1]([CH2:2][CH2:3][CH3:4])[N:5]1[S:6](=[O:18])(=[O:19])[C:7]([c:12]2[cH:13][cH:14][cH:15][cH:16][cH:17]2)=[C:8]([Cl:11])[C:9]1=[O:10].[CH3:30][C:31]#[N:32].[o:20]1[cH:21][cH:22][c:23]2[c:24]1[cH:25][cH:26][c:27]([NH2:29])[cH:28]2>>[CH2:1]([CH2:2][CH2:3][CH3:4])[N:5]1[S:6](=[O:18])(=[O:19])[C:7]([c:12]2[cH:13][cH:14][cH:15][cH:16][cH:17]2)=[C:8]([NH:29][c:27]2[cH:26][cH:25][c:24]3[o:20][cH:21][cH:22][c:23]3[cH:28]2)[C:9]1=[O:10].